From a dataset of the Open Reaction Database (ORD), a public repository of structured organic reaction records. describe an organic reaction: reactants, conditions, products, and yield Starting materials: C(C)(C)C1=CC(=CC2=C1C(NS2(=O)=O)=O)OC (4-isopropyl-6-methoxy-1,2-benzisothiazol-3(2H)-one 1,1-dioxide), C(C(C)(C)C)(=O)OCCl (chloromethyl pivalate), C(C)(C)N(CC)C(C)C (diisopropylethylamine), Br.C(C)(=O)O (HBr acetic acid). The solvent is C(C)#N (acetonitrile). Product: BrCN1S(C2=C(C1=O)C(=CC(=C2)OC)C(C)C)(=O)=O (2-bromomethyl-4-isopropyl-6-methoxy-1,2-benzisothiazol-3(2H)-one 1,1-dioxide). Isolated yield 60.3%. As a reaction SMILES: [CH:1]([C:4]1[C:9]2[C:10](=[O:15])[NH:11][S:12](=[O:14])(=[O:13])[C:8]=2[CH:7]=[C:6]([O:16][CH3:17])[CH:5]=1)([CH3:3])[CH3:2].[C:18](OCCl)(=O)C(C)(C)C.C(N(C(C)C)CC)(C)C.[BrH:36].C(O)(=O)C>C(#N)C>[Br:36][CH2:18][N:11]1[C:10](=[O:15])[C:9]2[C:4]([CH:1]([CH3:3])[CH3:2])=[CH:5][C:6]([O:16][CH3:17])=[CH:7][C:8]=2[S:12]1(=[O:14])=[O:13] |f:3.4|. Procedure: A mixture 4-isopropyl-6-methoxy-1,2-benzisothiazol-3(2H)-one 1,1-dioxide (0.51 g, 2 mmol), acetonitrile (5.0 ml), chloromethyl pivalate (0.32 ml, 2.2 mmol) and diisopropylethylamine (0.42 ml, 2.4 mmol) was heated to reflux until the starting material was consumed and then 33% HBr/acetic acid (2.4 g, 10 mmol) was added and the mixture was refluxed for 15 minutes. The reaction mixture was coooled, quenched with ice-water and filtered to afford 0.42 g (65%) of 2-bromomethyl-4-isopropyl-6-methoxy-1,...